From a dataset of the Open Reaction Database (ORD), a public repository of structured organic reaction records. describe an organic reaction: reactants, conditions, products, and yield The reactants are C(C)(C)(C)OC(=O)N1CCC(CC1)N1C2=CC=CC(=C2OC=2C=C(C=CC12)Cl)OC (4-(3-Chloro-6-methoxy-phenoxazin-10-yl)-piperidine-1-carboxylic acid tert-butyl ester), O (water), BrC=1C=CC=2N(C3=CC=CC=C3SC2C1)C1CCNCC1 (3-bromo-10-piperidin-4-yl-10H-phenothiazine), BrC=1C=CC=2N(C3=CC=CC=C3SC2C1)C1CCNCC1 (3-Bromo-10-piperidin-4-yl-10H-phenothiazine), Cp2Fe(PtBu2)2PdCl2, O1CCOCC1 (dioxane). Reagents/catalysts: C=1C=CC(=CC1)[P](C=2C=CC=CC2)(C=3C=CC=CC3)[Pd]([P](C=4C=CC=CC4)(C=5C=CC=CC5)C=6C=CC=CC6)([P](C=7C=CC=CC7)(C=8C=CC=CC8)C=9C=CC=CC9)[P](C=1C=CC=CC1)(C=1C=CC=CC1)C=1C=CC=CC1 (Pd(PPh3)4). Run in CN1CCCC1=O (NMP). Product: C(C)(C)(C)OC(=O)N1CCC(CC1)N1C2=CC=CC(=C2OC=2C=C(C=CC12)C=1C=NC=CC1)OC (4-(6-Methoxy-3-pyridin-3-yl-phenoxazin-10-yl)-piperidine-1-carboxylic acid tert-butyl ester). RXN SMILES: [C:1]([O:5][C:6]([N:8]1[CH2:13][CH2:12][CH:11]([N:14]2[C:27]3[CH:26]=[CH:25][C:24](Cl)=[CH:23][C:22]=3[O:21][C:20]3[C:15]2=[CH:16][CH:17]=[CH:18][C:19]=3[O:29][CH3:30])[CH2:10][CH2:9]1)=[O:7])([CH3:4])([CH3:3])[CH3:2].BrC1C=CC2N([CH:46]3[CH2:51][CH2:50][NH:49][CH2:48][CH2:47]3)C3C(SC=2C=1)=CC=CC=3.O1CCOCC1.O>C1C=CC([P]([Pd]([P](C2C=CC=CC=2)(C2C=CC=CC=2)C2C=CC=CC=2)([P](C2C=CC=CC=2)(C2C=CC=CC=2)C2C=CC=CC=2)[P](C2C=CC=CC=2)(C2C=CC=CC=2)C2C=CC=CC=2)(C2C=CC=CC=2)C2C=CC=CC=2)=CC=1.CN1C(=O)CCC1>[C:1]([O:5][C:6]([N:8]1[CH2:13][CH2:12][CH:11]([N:14]2[C:27]3[CH:26]=[CH:25][C:24]([C:47]4[CH:48]=[N:49][CH:50]=[CH:51][CH:46]=4)=[CH:23][C:22]=3[O:21][C:20]3[C:15]2=[CH:16][CH:17]=[CH:18][C:19]=3[O:29][CH3:30])[CH2:10][CH2:9]1)=[O:7])([CH3:4])([CH3:3])[CH3:2] |^1:62,64,83,102|. Procedure details: Using an adaptation of the method described in Procedure 16, substituting 4-(3-chloro-6-methoxy-phenoxazin-10-yl)-piperidine-1-carboxylic acid tert-butyl ester, 1p, for 3-bromo-10-piperidin-4-yl-10H-phenothiazine, 5e, Cp2Fe(PtBu2)2PdCl2 for Pd(PPh3)4 and a 5:1 mixture of dioxane:water for NMP, the title compound 4-(6-methoxy-3-pyridin-3-yl-phenoxazin-10-yl)-piperidine-1-carboxylic acid tert-butyl ester, 2p was obtained. MS m/z (MH+) 474. The reactants are CN1CCOCC1 (N-methylmorpholine), NC(CC)B1OC(C(O1)(C)CCC(CC(=O)OC(C)(C)C)C)(C)C (tert-butyl 5-[2-(1(RS)-aminopropyl)-4(RS),5,5-trimethyl-1,3,2-dioxaborolan-4-yl]-3(RS)-methylvalerate), C1=CC=CC=2C3=CC=CC=C3C(C12)COC(=O)N[C@@H](CC(C)C)C(=O)O (N-[(9-fluorenyl)methoxycarbonyl]-L-leucine), ClC(=O)OCC(C)C (isobutyl chloroformate). The solvent is ClCCl (dichloromethane), ClCCl (dichloromethane). Conditions: temperature -10 celsius, time 7 minute. Yields the product C1=CC=CC=2C3=CC=CC=C3C(C12)COC(=O)N[C@@H](CC(C)C)C(=O)NC(CC)B1OC(C(O1)(C)CCC(CC(=O)OC(C)(C)C)C)(C)C (tert-butyl 5-[2-[1(RS)-[[N-[(9-fluorenyl)methoxycarbonyl]-L-leucyl]amino]propyl]-4(RS),5,5-trimethyl-1,3,2-dioxaborolan-4-yl]-3(RS)-methylvalerate). Yield: 58.3%. As a reaction SMILES: [CH:1]1[C:13]2[CH:12]([CH2:14][O:15][C:16]([NH:18][C@H:19]([C:24](O)=[O:25])[CH2:20][CH:21]([CH3:23])[CH3:22])=[O:17])[C:11]3[C:6](=[CH:7][CH:8]=[CH:9][CH:10]=3)[C:5]=2[CH:4]=[CH:3][CH:2]=1.CN1CCOCC1.ClC(OCC(C)C)=O.[NH2:42][CH:43]([B:46]1[O:50][C:49]([CH2:52][CH2:53][CH:54]([CH3:63])[CH2:55][C:56]([O:58][C:59]([CH3:62])([CH3:61])[CH3:60])=[O:57])([CH3:51])[C:48]([CH3:65])([CH3:64])[O:47]1)[CH2:44][CH3:45]>ClCCl>[CH:10]1[C:11]2[CH:12]([CH2:14][O:15][C:16]([NH:18][C@H:19]([C:24]([NH:42][CH:43]([B:46]3[O:50][C:49]([CH2:52][CH2:53][CH:54]([CH3:63])[CH2:55][C:56]([O:58][C:59]([CH3:62])([CH3:61])[CH3:60])=[O:57])([CH3:51])[C:48]([CH3:64])([CH3:65])[O:47]3)[CH2:44][CH3:45])=[O:25])[CH2:20][CH:21]([CH3:23])[CH3:22])=[O:17])[C:13]3[C:5](=[CH:4][CH:3]=[CH:2][CH:1]=3)[C:6]=2[CH:7]=[CH:8][CH:9]=1. Reported procedure: 0.5 g (1.42 mmol) of N-[(9-fluorenyl)methoxycarbonyl]-L-leucine was dissolved in 7 ml of dichloromethane. 0.6 ml (5.7 mmol) of N-methylmorpholine was added and the solution was cooled to -10° C.under a nitrogen atmosphere. 0.22 ml (1.7 mmol) of isobutyl chloroformate was added and the solution was stirred for 7 minutes at -10° C. 1 g(2.13 mmol) of tert-butyl 5-[2-(1(RS)-aminopropyl)-4(RS),5,5-trimethyl-1,3,2-dioxaborolan-4-yl]-3(RS)-methylvalerate was added and the mixture was stirred at room te... Starting materials: COc1cccc(C2CC(NC(C)(C)c3cccc(C(F)(F)F)n3)C(=O)N2c2ccc(C(F)(F)F)cc2)c1, Cl, [NH4+], [OH-], O, c1ccncc1. The product is CC(C)(NC1CC(c2cccc(O)c2)N(c2ccc(C(F)(F)F)cc2)C1=O)c1cccc(C(F)(F)F)n1. As a reaction SMILES: [CH3:1][C:2]([CH3:3])([c:4]1[n:5][c:6]([C:10]([F:11])([F:12])[F:13])[cH:7][cH:8][cH:9]1)[NH:14][CH:15]1[C:16](=[O:38])[N:17]([c:28]2[cH:29][cH:30][c:31]([C:34]([F:35])([F:36])[F:37])[cH:32][cH:33]2)[CH:18]([c:20]2[cH:21][c:22]([O:26][CH3:27])[cH:23][cH:24][cH:25]2)[CH2:19]1.[ClH:39].[NH4+:46].[OH-:47].[OH2:48].[n:40]1[cH:41][cH:42][cH:43][cH:44][cH:45]1>>[CH3:1][C:2]([CH3:3])([c:4]1[n:5][c:6]([C:10]([F:11])([F:12])[F:13])[cH:7][cH:8][cH:9]1)[NH:14][CH:15]1[C:16](=[O:38])[N:17]([c:28]2[cH:29][cH:30][c:31]([C:34]([F:35])([F:36])[F:37])[cH:32][cH:33]2)[CH:18]([c:20]2[cH:21][c:22]([OH:26])[cH:23][cH:24][cH:25]2)[CH2:19]1. Reactants: BrC=1C=NC=2N(C1)N=C(C2)C(=O)O (6-bromo-pyrazolo[1,5-a]pyrimidine-2-carboxylic acid), CC1NCCC2=C(C=CC=C12)C1=CC=NC=C1 (1-Methyl-5-pyridin-4-yl-1,2,3,4-tetrahydro-isoquinoline). Product: BrC=1C=NC=2N(C1)N=C(C2)C(=O)N2C(C1=CC=CC(=C1CC2)C2=CC=NC=C2)C ((6-Bromo-pyrazolo[1,5-a]pyrimidin-2-yl)-(1-methyl-5-pyridin-4-yl-3,4-dihydro-1H-isoquinolin-2-yl)-methanone). Reaction SMILES: [Br:1][C:2]1[CH:3]=[N:4][C:5]2[N:6]([N:8]=[C:9]([C:11]([OH:13])=O)[CH:10]=2)[CH:7]=1.[CH3:14][CH:15]1[C:24]2[C:19](=[C:20]([C:25]3[CH:30]=[CH:29][N:28]=[CH:27][CH:26]=3)[CH:21]=[CH:22][CH:23]=2)[CH2:18][CH2:17][NH:16]1>>[Br:1][C:2]1[CH:3]=[N:4][C:5]2[N:6]([N:8]=[C:9]([C:11]([N:16]3[CH2:17][CH2:18][C:19]4[C:24](=[CH:23][CH:22]=[CH:21][C:20]=4[C:25]4[CH:30]=[CH:29][N:28]=[CH:27][CH:26]=4)[CH:15]3[CH3:14])=[O:13])[CH:10]=2)[CH:7]=1. Procedure details: In close analogy to the procedure described in Example 1, 6-bromo-pyrazolo[1,5-a]pyrimidine-2-carboxylic acid is reacted with 1-Methyl-5-pyridin-4-yl-1,2,3,4-tetrahydro-isoquinoline to provide the title compound in moderate yield. The reactants are OCCBr, O=C([O-])[O-], N#Cc1ccc(Cl)cc1Oc1cccc(C=O)c1O, [Cs+], [Cs+], CN(C)C=O, O. Yields the product N#Cc1ccc(Cl)cc1Oc1cccc(C=O)c1OCCO. RXN SMILES: [Br:20][CH2:21][CH2:22][OH:23].[C:24](=[O:25])([O-:26])[O-:27].[Cl:1][c:2]1[cH:3][c:4]([O:10][c:11]2[c:12]([OH:19])[c:13]([CH:17]=[O:18])[cH:14][cH:15][cH:16]2)[c:5]([C:6]#[N:7])[cH:8][cH:9]1.[Cs+:28].[Cs+:29].[O:31]=[CH:32][N:33]([CH3:34])[CH3:35].[OH2:30]>>[Cl:1][c:2]1[cH:3][c:4]([O:10][c:11]2[c:12]([O:19][CH2:21][CH2:22][OH:23])[c:13]([CH:17]=[O:18])[cH:14][cH:15][cH:16]2)[c:5]([C:6]#[N:7])[cH:8][cH:9]1.